Task: describe an organic reaction: reactants, conditions, products, and yield. Dataset: the Open Reaction Database (ORD), a public repository of structured organic reaction records The reactants are COC(C=C(C)C1=CC=C(C=C1)C1=C(C=C(C=C1)F)F)=O (3-(2',4'-difluoro-4-biphenylyl)-2-butenoic acid methyl ester), OS(=O)(=O)O (H2SO4), solution, NaAl(OCH2CH2OCH3)2H2. The solvent is C1=CC=CC=C1 (benzene), C1=CC=CC=C1 (benzene). The product is FC1=C(C=CC(=C1)F)C1=CC=C(C=C1)C(=CCO)C (3-(2',4'-difluoro-4-biphenylyl)-2-buten-1-ol). Reaction SMILES: C[O:2][C:3](=O)[CH:4]=[C:5]([C:7]1[CH:12]=[CH:11][C:10]([C:13]2[CH:18]=[CH:17][C:16]([F:19])=[CH:15][C:14]=2[F:20])=[CH:9][CH:8]=1)[CH3:6].OS(O)(=O)=O>C1C=CC=CC=1>[F:20][C:14]1[CH:15]=[C:16]([F:19])[CH:17]=[CH:18][C:13]=1[C:10]1[CH:11]=[CH:12][C:7]([C:5]([CH3:6])=[CH:4][CH2:3][OH:2])=[CH:8][CH:9]=1. Procedure details: 33.4 ml. of a 70% solution of NaAl(OCH2CH2OCH3)2H2 in benzene is added dropwise to a stirred mixture of 20.8 g. of 3-(2',4'-difluoro-4-biphenylyl)-2-butenoic acid methyl ester and 100 ml. of benzene and the reaction mixture is stirred overnight at 80°. The mixture is poured into 130 ml. of 20% H2SO4, stirred for one hour and worked up in the customary manner to give 3-(2',4'-difluoro-4-biphenylyl)-2-buten-1-ol. Reactants: O=C(CNC(=O)C1=CC=C(C=C1)C1=CC=CC=C1)N1CCNCC1 (Biphenyl-4-carboxylic acid (2-oxo-2-piperazin-1-yl-ethyl)-amide), C1(C=2C(C(=O)O1)=CC=CC2)=O (phthalic anhydride). The solvent is C1(=CC=CC=C1)C (toluene). The product is C1(=CC=C(C=C1)C(=O)NCC(=O)N1CCN(CC1)C(=O)C1=C(C(=O)O)C=CC=C1)C1=CC=CC=C1 (2-(4-{2-[(biphenyl-4-carbonyl)-amino]-acetyl}-piperazine-1-carbonyl)-benzoic acid). Yield: 48.9%. As a reaction SMILES: [O:1]=[C:2]([N:19]1[CH2:24][CH2:23][NH:22][CH2:21][CH2:20]1)[CH2:3][NH:4][C:5]([C:7]1[CH:12]=[CH:11][C:10]([C:13]2[CH:18]=[CH:17][CH:16]=[CH:15][CH:14]=2)=[CH:9][CH:8]=1)=[O:6].[C:25]1(=[O:35])[O:30][C:28](=[O:29])[C:27]2=[CH:31][CH:32]=[CH:33][CH:34]=[C:26]12>C1(C)C=CC=CC=1>[C:10]1([C:13]2[CH:18]=[CH:17][CH:16]=[CH:15][CH:14]=2)[CH:9]=[CH:8][C:7]([C:5]([NH:4][CH2:3][C:2]([N:19]2[CH2:24][CH2:23][N:22]([C:25]([C:26]3[CH:34]=[CH:33][CH:32]=[CH:31][C:27]=3[C:28]([OH:30])=[O:29])=[O:35])[CH2:21][CH2:20]2)=[O:1])=[O:6])=[CH:12][CH:11]=1. Procedure details: Biphenyl-4-carboxylic acid (2-oxo-2-piperazin-1-yl-ethyl)-amide (150 mg, 0.46 mmol) and phthalic anhydride (69 mg, 0.46 mmol) in toluene (20 mL) were heated to reflux for 2 hours. The reaction mixture was then concentrated under reduced pressure. The resulting residue was purified by Preparative TLC (using silicagel 60F254 coated glass plate (20×20 cm, 1 mm (thickness) as the stationary phase with the mobile phase being 10% MeOH in Chloroform) to afford 106 mg (48.5% yield) of 2-(4-{2-[(biphenyl... The reactants are [Al+3], C1=CCC([Ru]C2=CC=CC2)=C1, CCCO, [Cl-], [Cl-], [Cl-], O. The product is CCC[Ru](C1=CC=CC1)C1=CC=CC1. RXN SMILES: [Al+3:13].[C:1]1([Ru:6][C:7]2=[CH:8][CH:9]=[CH:10][CH2:11]2)=[CH:2][CH:3]=[CH:4][CH2:5]1.[CH2:16]([CH2:17][CH3:18])[OH:19].[Cl-:12].[Cl-:14].[Cl-:15].[OH2:20]>>[C:1]1([Ru:6]([C:7]2=[CH:8][CH:9]=[CH:10][CH2:11]2)[CH2:16][CH2:17][CH3:18])=[CH:2][CH:3]=[CH:4][CH2:5]1. Reactants: ClC1=CC2=C(C=N1)C(=NN2C2OCCCC2)I (6-chloro-3-iodo-1-(tetrahydro-2H-pyran-2-yl)-1H-pyrazolo[4,3-c]pyridine), CN1N=CC(=C1)B1OC(C(O1)(C)C)(C)C (1-methyl-4-(4,4,5,5-tetramethyl-1,3,2-dioxaborolan-2-yl)-1H-pyrazole), C([O-])([O-])=O.[Cs+].[Cs+] (cesium carbonate). Reagents/catalysts: C=1C=CC(=CC1)[P](C=2C=CC=CC2)(C=3C=CC=CC3)[Pd]([P](C=4C=CC=CC4)(C=5C=CC=CC5)C=6C=CC=CC6)([P](C=7C=CC=CC7)(C=8C=CC=CC8)C=9C=CC=CC9)[P](C=1C=CC=CC1)(C=1C=CC=CC1)C=1C=CC=CC1 (tetrakis(triphenylphosphine)palladium(0)). The solvent is O1CCOCC1 (1,4-dioxane), O (water). Reaction conditions: temperature 85 celsius, time 3 hour. Yields the product ClC1=CC2=C(C=N1)C(=NN2C2OCCCC2)C=2C=NN(C2)C (6-chloro-3-(1-methyl-1H-pyrazol-4-yl)-1-(tetrahydro-2H-pyran-2-yl)-1H-pyrazolo[4,3-c]pyridine). Isolated yield 95.4%. As a reaction SMILES: [Cl:1][C:2]1[N:7]=[CH:6][C:5]2[C:8](I)=[N:9][N:10]([CH:11]3[CH2:16][CH2:15][CH2:14][CH2:13][O:12]3)[C:4]=2[CH:3]=1.[CH3:18][N:19]1[CH:23]=[C:22](B2OC(C)(C)C(C)(C)O2)[CH:21]=[N:20]1.C(=O)([O-])[O-].[Cs+].[Cs+]>O1CCOCC1.O.C1C=CC([P]([Pd]([P](C2C=CC=CC=2)(C2C=CC=CC=2)C2C=CC=CC=2)([P](C2C=CC=CC=2)(C2C=CC=CC=2)C2C=CC=CC=2)[P](C2C=CC=CC=2)(C2C=CC=CC=2)C2C=CC=CC=2)(C2C=CC=CC=2)C2C=CC=CC=2)=CC=1>[Cl:1][C:2]1[N:7]=[CH:6][C:5]2[C:8]([C:22]3[CH:21]=[N:20][N:19]([CH3:18])[CH:23]=3)=[N:9][N:10]([CH:11]3[CH2:16][CH2:15][CH2:14][CH2:13][O:12]3)[C:4]=2[CH:3]=1 |f:2.3.4,^1:49,51,70,89|. Procedure details: A mixture of 6-chloro-3-iodo-1-(tetrahydro-2H-pyran-2-yl)-1H-pyrazolo[4,3-c]pyridine (120 mg, 0.33 mmol), 1-methyl-4-(4,4,5,5-tetramethyl-1,3,2-dioxaborolan-2-yl)-1H-pyrazole (100 mg, 0.50 mmol), tetrakis(triphenylphosphine)palladium(0) (20 mg, 0.02 mmol) and cesium carbonate (320 mg, 0.99 mmol) in 1,4-dioxane (1 mL) and water (0.12 mL) was degassed and sealed. It was stirred at 85° C. for 3 h. After cooling it was concentrated under reduced pressure. The residue was purified by flash chromatogr... The reactants are O=C1N(C(C2=C(N1)C=C(S2)C2=CC=CC=C2)=O)C2CCN(CC2)C(=O)OC(C)(C)C (tert-butyl 4-(2,4-dioxo-6-phenyl-1,4-dihydrothieno[3,2-d]pyrimidin-3(2H)-yl)piperidine-1-carboxylate), ClCC=1N=C(SC1)C (4-(chloromethyl)-2-methyl-1,3-thiazole), ClCC=1N=C(SC1)C (4-(chloromethyl)-2-methyl-1,3-thiazole), C([O-])([O-])=O.[K+].[K+] (potassium carbonate). The solvent is CN(C)C=O (DMF). Product: CC=1SC=C(N1)CN1C(N(C(C2=C1C=C(S2)C2=CC=CC=C2)=O)C2CCN(CC2)C(=O)OC(C)(C)C)=O (tert-butyl 4-{1-[(2-methyl-1,3-thiazol-4-yl)methyl]-2,4-dioxo-6-phenyl-1,4-dihydrothieno[3,2-d]pyrimidin-3(2H)-yl}piperidine-1-carboxylate). RXN SMILES: [O:1]=[C:2]1[NH:7][C:6]2[CH:8]=[C:9]([C:11]3[CH:16]=[CH:15][CH:14]=[CH:13][CH:12]=3)[S:10][C:5]=2[C:4](=[O:17])[N:3]1[CH:18]1[CH2:23][CH2:22][N:21]([C:24]([O:26][C:27]([CH3:30])([CH3:29])[CH3:28])=[O:25])[CH2:20][CH2:19]1.Cl[CH2:32][C:33]1[N:34]=[C:35]([CH3:38])[S:36][CH:37]=1.C(=O)([O-])[O-].[K+].[K+]>CN(C=O)C>[CH3:38][C:35]1[S:36][CH:37]=[C:33]([CH2:32][N:7]2[C:6]3[CH:8]=[C:9]([C:11]4[CH:16]=[CH:15][CH:14]=[CH:13][CH:12]=4)[S:10][C:5]=3[C:4](=[O:17])[N:3]([CH:18]3[CH2:23][CH2:22][N:21]([C:24]([O:26][C:27]([CH3:30])([CH3:29])[CH3:28])=[O:25])[CH2:20][CH2:19]3)[C:2]2=[O:1])[N:34]=1 |f:2.3.4|. Reported procedure: According to GP1 tert-butyl 4-(2,4-dioxo-6-phenyl-1,4-dihydrothieno[3,2-d]pyrimidin-3(2H)-yl)piperidine-1-carboxylate (855 mg; compound B50) is reacted with 4-(chloromethyl)-2-methyl-1,3-thiazole (295 mg; compound D10) in the presence of potassium carbonate (276 mg) in DMF (15 ml). Using WU1 the title compound is obtained as a solid. Reactants: CCc1c(Br)cccc1C=O, CC(=O)O[BH-](OC(C)=O)OC(C)=O, CC(=O)[O-], ClCCl, COC(=O)C1CNC1, [Na+], [Na+]. The product is CCc1c(Br)cccc1CN1CC(C(=O)OC)C1. RXN SMILES: [Br:1][c:2]1[c:3]([CH2:10][CH3:11])[c:4]([CH:5]=[O:6])[cH:7][cH:8][cH:9]1.[C:25]([O:26][BH-:27]([O:28][C:29](=[O:30])[CH3:31])[O:32][C:33](=[O:34])[CH3:35])(=[O:36])[CH3:37].[CH3:21][C:22](=[O:23])[O-:24].[Cl:39][CH2:40][Cl:41].[NH:12]1[CH2:13][CH:14]([C:16](=[O:17])[O:18][CH3:19])[CH2:15]1.[Na+:20].[Na+:38]>>[Br:1][c:2]1[c:3]([CH2:10][CH3:11])[c:4]([CH2:5][N:12]2[CH2:13][CH:14]([C:16](=[O:17])[O:18][CH3:19])[CH2:15]2)[cH:7][cH:8][cH:9]1. Yields the product C(C)(C)(C)C1=CC=C(C=C1)C=1NC(=C(N1)C(=O)NC=1SC=CN1)C1=CC=C(C=C1)NC (2-(4-tert-butylphenyl)-5-(4-methylaminophenyl)-N-(2-thiazolyl)-imidazole-4-carboxamide). Procedure details: 5-(4-Aminophenyl)-2-(4-tert-butylphenyl)-N-(2-thiazolyl)-imidazole-4-carboxamide (0.5 g) obtained in Example 77 was refluxed in triethyl orthoformate overnight and concentrated. Thereto were added ethanol and tetrahydrof uran, and sodium borohydride (0.4 g) was added. The mixture was refluxed under heating for 2 hr. After refluxing, water was added and the mixture was extracted with ethyl acetate. The ethyl acetate phase was washed with saturated brine and dried. After drying, the residue was co... Reaction SMILES: [NH2:1][C:2]1[CH:7]=[CH:6][C:5]([C:8]2[NH:12][C:11]([C:13]3[CH:18]=[CH:17][C:16]([C:19]([CH3:22])([CH3:21])[CH3:20])=[CH:15][CH:14]=3)=[N:10][C:9]=2[C:23]([NH:25][C:26]2[S:27][CH:28]=[CH:29][N:30]=2)=[O:24])=[CH:4][CH:3]=1.[CH:31](OCC)(OCC)OCC>>[C:19]([C:16]1[CH:15]=[CH:14][C:13]([C:11]2[NH:12][C:8]([C:5]3[CH:4]=[CH:3][C:2]([NH:1][CH3:31])=[CH:7][CH:6]=3)=[C:9]([C:23]([NH:25][C:26]3[S:27][CH:28]=[CH:29][N:30]=3)=[O:24])[N:10]=2)=[CH:18][CH:17]=1)([CH3:22])([CH3:20])[CH3:21]. Reactants: NC1=CC=C(C=C1)C1=C(N=C(N1)C1=CC=C(C=C1)C(C)(C)C)C(=O)NC=1SC=CN1 (5-(4-Aminophenyl)-2-(4-tert-butylphenyl)-N-(2-thiazolyl)-imidazole-4-carboxamide), C(OCC)(OCC)OCC (triethyl orthoformate). Starting materials: C(C(=O)O)(=O)O.FC(C1=CC=C(OC2CNCCC3=C2C=CC=C3)C=C1)(F)F (1-(p-trifluoromethylphenoxy)-2,3,4,5-tetrahydro-3-benzazepine oxalate), ClCC#N (chloroacetonitrile), C([O-])(O)=O.[Na+] (sodium bicarbonate). Run in CN(C)C=O (DMF). Conditions: temperature 70 celsius. Yields the product C(#N)CN1CCC2=C(C(C1)OC1=CC=C(C=C1)C(F)(F)F)C=CC=C2 (3-cyanomethyl-2,3,4,5-tetrahydro-1-(p-trifluoromethylphenoxy)-3-benzazepine). As a reaction SMILES: C(O)(=O)C(O)=O.[F:7][C:8]([F:28])([F:27])[C:9]1[CH:26]=[CH:25][C:12]([O:13][CH:14]2[C:20]3[CH:21]=[CH:22][CH:23]=[CH:24][C:19]=3[CH2:18][CH2:17][NH:16][CH2:15]2)=[CH:11][CH:10]=1.Cl[CH2:30][C:31]#[N:32].C(=O)(O)[O-].[Na+]>CN(C=O)C>[C:31]([CH2:30][N:16]1[CH2:15][CH:14]([O:13][C:12]2[CH:25]=[CH:26][C:9]([C:8]([F:7])([F:27])[F:28])=[CH:10][CH:11]=2)[C:20]2[CH:21]=[CH:22][CH:23]=[CH:24][C:19]=2[CH2:18][CH2:17]1)#[N:32] |f:0.1,3.4|. Procedure: A mixture of 2,3,4,5-tetrahydro-1-(p-trifluoromethylphenoxy)-3-benzazepine of Example 1 (16 g, 0.052 mole), chloroacetonitrile (8 g, 0.10 mole) and sodium bicarbonate (17 g, 0.20 mole) in DMF (125 ml) was warmed at 70° C. for 2.5 hours. The mixture was concentrated to an oil which was stirred with water and extracted with ethyl acetate. The organic extracts were washed twice with water and dried (saturated NaCl, anhydrous MgSO4). After filtering, the solvent was evaporated to an oil (18 g) which... The reactants are C(O)([O-])=O.[Na+] (sodium hydrogencarbonate), ClC1=C(C=CC(=C1)F)NS(=O)(=O)C1CCC(C=C1C(=O)OCC)(OC)OC (ethyl 6-[N-(2-chloro-4-fluorophenyl)sulfamoyl]-3,3-dimethoxy-1-cyclohexene-1-carboxylate), OCC(CO)NC(C)=O (N-(2-hydroxy-1-hydroxymethylethyl)acetamide), C(C)(C)O[Si](C)(C)C (isopropoxytrimethylsilane), FC(S(=O)(=O)O[Si](C)(C)C)(F)F (trimethylsilyl trifluoromethanesulfonate). Solvent: ClCCl (dichloromethane). Run at time 66 hour. Yields the product C(C)(=O)NC1COC2(OC1)C=C(C(CC2)S(NC2=C(C=C(C=C2)F)Cl)(=O)=O)C(=O)OCC (Ethyl 3-acetylamino-9-[N-(2-chloro-4-fluorophenyl)sulfamoyl]-1,5-dioxaspiro[5.5]undec-7-ene-8-carboxylate). The yield is 49.3%. Reaction SMILES: [Cl:1][C:2]1[CH:7]=[C:6]([F:8])[CH:5]=[CH:4][C:3]=1[NH:9][S:10]([CH:13]1[C:18]([C:19]([O:21][CH2:22][CH3:23])=[O:20])=[CH:17][C:16]([O:26][CH3:27])([O:24][CH3:25])[CH2:15][CH2:14]1)(=[O:12])=[O:11].OC[CH:30]([NH:33][C:34](=[O:36])[CH3:35])CO.C(O[Si](C)(C)C)(C)C.FC(F)(F)S(O[Si](C)(C)C)(=O)=O.C(=O)([O-])O.[Na+]>ClCCl>[C:34]([NH:33][CH:30]1[CH2:25][O:24][C:16]2([CH2:15][CH2:14][CH:13]([S:10](=[O:11])(=[O:12])[NH:9][C:3]3[CH:4]=[CH:5][C:6]([F:8])=[CH:7][C:2]=3[Cl:1])[C:18]([C:19]([O:21][CH2:22][CH3:23])=[O:20])=[CH:17]2)[O:26][CH2:27]1)(=[O:36])[CH3:35] |f:4.5|. Procedure: 500 mg (1.19 mmol) of ethyl 6-[N-(2-chloro-4-fluorophenyl)sulfamoyl]-3,3-dimethoxy-1-cyclohexene-1-carboxylate obtained in Example (16a) and 205 mg (1.54 mmol) of N-(2-hydroxy-1-hydroxymethylethyl)acetamide were dissolved in 20 ml of dichloromethane, and 0.84 ml (4.74 mmol) of isopropoxytrimethylsilane and 43 μl (0.24 mmol) of trimethylsilyl trifluoromethanesulfonate were added sequentially with stirring under ice-cooling, followed by stirring for 30 minutes at the same temperature, and further ...